Dataset: the Open Reaction Database (ORD), a public repository of structured organic reaction records. Task: describe an organic reaction: reactants, conditions, products, and yield Starting materials: CCN(C(C)C)C(C)C, CC(C)N, O=C(O)c1ccc(N2CCN(Cc3cnc4c(c3)NC(=O)C3CCCCN43)CC2)nc1, CN(C)C=O. The product is CC(C)NC(=O)c1ccc(N2CCN(Cc3cnc4c(c3)NC(=O)C3CCCCN43)CC2)nc1. RXN SMILES: [CH2:32]([N:34]([CH:33]([CH3:38])[CH3:39])[CH:35]([CH3:36])[CH3:37])[CH3:40].[CH3:41][CH:42]([NH2:43])[CH3:44].[O:1]=[C:2]1[CH:3]2[N:4]([c:5]3[c:6]([cH:8][c:9]([CH2:12][N:13]4[CH2:14][CH2:15][N:16]([c:19]5[n:20][cH:21][c:22]([C:23](=[O:24])[OH:25])[cH:26][cH:27]5)[CH2:17][CH2:18]4)[cH:10][n:11]3)[NH:7]1)[CH2:28][CH2:29][CH2:30][CH2:31]2.[O:45]=[CH:46][N:47]([CH3:48])[CH3:49]>>[O:1]=[C:2]1[CH:3]2[N:4]([c:5]3[c:6]([cH:8][c:9]([CH2:12][N:13]4[CH2:14][CH2:15][N:16]([c:19]5[n:20][cH:21][c:22]([C:23](=[O:25])[NH:34][CH:35]([CH3:36])[CH3:37])[cH:26][cH:27]5)[CH2:17][CH2:18]4)[cH:10][n:11]3)[NH:7]1)[CH2:28][CH2:29][CH2:30][CH2:31]2.